From a dataset of the Open Reaction Database (ORD), a public repository of structured organic reaction records. describe an organic reaction: reactants, conditions, products, and yield Reactants: CCCCCCCCCCCc1cnc(-c2ccc(O)cc2)nc1, CCCOc1cc(CO)on1, C1CCOC1, CCOC(=O)N=NC(=O)OCC, c1ccc(P(c2ccccc2)c2ccccc2)cc1. Product: CCCCCCCCCCCc1cnc(-c2ccc(OCc3cc(OCCC)no3)cc2)nc1. As a reaction SMILES: [CH2:32]([CH2:33][CH2:34][CH2:35][CH2:36][CH2:37][CH2:38][CH2:39][CH2:40][CH2:41][CH3:42])[c:43]1[cH:44][n:45][c:46](-[c:49]2[cH:50][cH:51][c:52]([OH:55])[cH:53][cH:54]2)[n:47][cH:48]1.[CH2:56]([CH2:57][CH3:58])[O:59][c:60]1[n:61][o:62][c:63]([CH2:65][OH:66])[cH:64]1.[CH2:67]1[O:68][CH2:69][CH2:70][CH2:71]1.[O:1]=[C:2]([O:3][CH2:4][CH3:5])[N:6]=[N:7][C:8]([O:9][CH2:10][CH3:11])=[O:12].[c:13]1([P:14]([c:15]2[cH:16][cH:17][cH:18][cH:19][cH:20]2)[c:21]2[cH:22][cH:23][cH:24][cH:25][cH:26]2)[cH:27][cH:28][cH:29][cH:30][cH:31]1>>[CH2:32]([CH2:33][CH2:34][CH2:35][CH2:36][CH2:37][CH2:38][CH2:39][CH2:40][CH2:41][CH3:42])[c:43]1[cH:44][n:45][c:46](-[c:49]2[cH:50][cH:51][c:52]([O:55][CH2:65][c:63]3[o:62][n:61][c:60]([O:59][CH2:56][CH2:57][CH3:58])[cH:64]3)[cH:53][cH:54]2)[n:47][cH:48]1. The reactants are E2, FC=1C=C(OC2=C(C#N)C=C(C=C2)CO)C=CC1F (2-(3,4-difluorophenoxy)-5-(hydroxymethyl)benzonitrile), ClC1=NC(N2C(N(CCC2)C)=C1)=O (8-chloro-1-methyl-3,4-dihydro-1H-pyrimido[1,6-a]pyrimidin-6(2H)-one). The product is FC=1C=C(OC2=C(C#N)C=C(C=C2)COC2=NC(N3C(N(CCC3)C)=C2)=O)C=CC1F (2-(3,4-difluorophenoxy)-5-(((1-methyl-6-oxo-2,3,4,6-tetrahydro-1H-pyrimido[1,6-a]pyrimidin-8-yl)oxy)methyl)benzonitrile). Reaction SMILES: [F:1][C:2]1[CH:3]=[C:4]([CH:16]=[CH:17][C:18]=1[F:19])[O:5][C:6]1[CH:13]=[CH:12][C:11]([CH2:14][OH:15])=[CH:10][C:7]=1[C:8]#[N:9].Cl[C:21]1[CH:31]=[C:25]2[N:26]([CH3:30])[CH2:27][CH2:28][CH2:29][N:24]2[C:23](=[O:32])[N:22]=1>>[F:1][C:2]1[CH:3]=[C:4]([CH:16]=[CH:17][C:18]=1[F:19])[O:5][C:6]1[CH:13]=[CH:12][C:11]([CH2:14][O:15][C:21]2[CH:31]=[C:25]3[N:26]([CH3:30])[CH2:27][CH2:28][CH2:29][N:24]3[C:23](=[O:32])[N:22]=2)=[CH:10][C:7]=1[C:8]#[N:9]. Procedure details: The title compound or its salt was prepared by a procedure similar to that described for E2 starting from 2-(3,4-difluorophenoxy)-5-(hydroxymethyl)benzonitrile and 8-chloro-1-methyl-3,4-dihydro-1H-pyrimido[1,6-a]pyrimidin-6(2H)-one. Reactants: O=C1CCN(CC1)C1=CC=C(C=C1)CC(=O)O ([4-(4-Oxo-piperidine-1-yl)-phenyl]-acetic acid), NC[C@H](O)C=1C=CC(=C(C1)NS(=O)(=O)C)O (N-[5-(2-amino-(1 R)-1-hydroxy-ethyl)-2-hydroxy-phenyl]-methanesulfonamide). Product: O[C@@H](CNC1CCN(CC1)C1=CC=C(C=C1)CC(=O)O)C1=CC(=C(C=C1)O)NS(=O)(=O)C ((4-{4-[(2R)-2-Hydroxy-2-(4-hydroxy-3-methanesulfonylamino-phenyl)-ethylamino]-piperidine-1-yl}-phenyl)-acetic acid). Reaction SMILES: O=[C:2]1[CH2:7][CH2:6][N:5]([C:8]2[CH:13]=[CH:12][C:11]([CH2:14][C:15]([OH:17])=[O:16])=[CH:10][CH:9]=2)[CH2:4][CH2:3]1.[NH2:18][CH2:19][C@@H:20]([C:22]1[CH:23]=[CH:24][C:25]([OH:33])=[C:26]([NH:28][S:29]([CH3:32])(=[O:31])=[O:30])[CH:27]=1)[OH:21]>>[OH:21][C@H:20]([C:22]1[CH:23]=[CH:24][C:25]([OH:33])=[C:26]([NH:28][S:29]([CH3:32])(=[O:31])=[O:30])[CH:27]=1)[CH2:19][NH:18][CH:2]1[CH2:7][CH2:6][N:5]([C:8]2[CH:13]=[CH:12][C:11]([CH2:14][C:15]([OH:17])=[O:16])=[CH:10][CH:9]=2)[CH2:4][CH2:3]1. Procedure: The title compound was prepared from [4-(4-oxo-piperidine-1-yl)-phenyl]-acetic acid (which was obtained in Example 149) and N-[5-(2-amino-(1 R)-1-hydroxy-ethyl)-2-hydroxy-phenyl]-methanesulfonamide (which was obtained in Example 10) according to the procedure of Example 179 as a pale yellowish solid; mp >140° C. (decomposed); 1H NMR (300 MHz, DMSO-d6) δ 1.25-1.40 (m, 2H), 1.75-1.95 (m, 2H), 2.50-3.60 (m, 7H), 2.88 (s, 3H), 3.16 (s, 2H), 4.47 (dd, J=8.0, 4.1 Hz, 1H), 6.78 (d, J=8.2 Hz, 1H), 6.84 ... Starting materials: C1CCOC1, CS(=O)(=O)Cl, CCOC(C)=O, NC(=O)c1ccc(-c2ccccc2F)c2c1[nH]c1cc(CO)ccc12. Product: CS(=O)(=O)OCc1ccc2c(c1)[nH]c1c(C(N)=O)ccc(-c3ccccc3F)c12. Reaction SMILES: [CH2:31]1[O:32][CH2:33][CH2:34][CH2:35]1.[CH3:26][S:27]([Cl:28])(=[O:29])=[O:30].[CH3:36][CH2:37][O:38][C:39]([CH3:40])=[O:41].[F:1][c:2]1[c:3](-[c:8]2[cH:9][cH:10][c:11]([C:23](=[O:24])[NH2:25])[c:12]3[nH:13][c:14]4[cH:15][c:16]([CH2:21][OH:22])[cH:17][cH:18][c:19]4[c:20]23)[cH:4][cH:5][cH:6][cH:7]1>>[F:1][c:2]1[c:3](-[c:8]2[cH:9][cH:10][c:11]([C:23](=[O:24])[NH2:25])[c:12]3[nH:13][c:14]4[cH:15][c:16]([CH2:21][O:22][S:27]([CH3:26])(=[O:29])=[O:30])[cH:17][cH:18][c:19]4[c:20]23)[cH:4][cH:5][cH:6][cH:7]1. Starting materials: COc1ccc(C(=O)c2sc(C(F)(F)F)cc2OCc2ccccc2)cc1, CC[SiH](CC)CC, ClCCl, O=C(O)C(F)(F)F. The product is COc1ccc(Cc2sc(C(F)(F)F)cc2OCc2ccccc2)cc1. Reaction SMILES: [CH2:1]([c:2]1[cH:3][cH:4][cH:5][cH:6][cH:7]1)[O:8][c:9]1[c:10]([C:18](=[O:19])[c:20]2[cH:21][cH:22][c:23]([O:26][CH3:27])[cH:24][cH:25]2)[s:11][c:12]([C:14]([F:15])([F:16])[F:17])[cH:13]1.[CH2:28]([SiH:29]([CH2:30][CH3:31])[CH2:32][CH3:33])[CH3:34].[Cl:35][CH2:36][Cl:37].[OH:38][C:39]([C:40]([F:41])([F:42])[F:43])=[O:44]>>[CH2:1]([c:2]1[cH:3][cH:4][cH:5][cH:6][cH:7]1)[O:8][c:9]1[c:10]([CH2:18][c:20]2[cH:21][cH:22][c:23]([O:26][CH3:27])[cH:24][cH:25]2)[s:11][c:12]([C:14]([F:15])([F:16])[F:17])[cH:13]1.